From a dataset of the Open Reaction Database (ORD), a public repository of structured organic reaction records. describe an organic reaction: reactants, conditions, products, and yield Reactants: C(C)N(S(=O)(=O)C1=C(C=C(C=C1)B1OC(C(O1)(C)C)(C)C)C)C (N-ethyl-2,N-dimethyl-4-(4,4,5,5-tetramethyl-[1,3,2]dioxaborolan-2-yl)-benzenesulfonamide), NC=1C(=NC(=CN1)Br)C=1C=C2CCNC(C2=CC1)=O (6-(3-amino-6-bromopyrazin-2-yl)-3,4-dihydroisoquinolin-1(2H)-one), C(=O)([O-])[O-].[Na+].[Na+] (Na2CO3). Solvent: C(CCC)O (n-butanol). The product is NC=1N=CC(=NC1C=1C=C2CCNC(C2=CC1)=O)C1=CC(=C(C=C1)S(=O)(=O)N(C)CC)C (4-(5-amino-6-(1-oxo-1,2,3,4-tetrahydroisoquinolin-6-yl)pyrazin-2-yl)-N-ethyl-N,2-dimethylbenzenesulfonamide). The yield is 28.6%. RXN SMILES: [CH2:1]([N:3]([CH3:23])[S:4]([C:7]1[CH:12]=[CH:11][C:10](B2OC(C)(C)C(C)(C)O2)=[CH:9][C:8]=1[CH3:22])(=[O:6])=[O:5])[CH3:2].[NH2:24][C:25]1[C:26]([C:32]2[CH:33]=[C:34]3[C:39](=[CH:40][CH:41]=2)[C:38](=[O:42])[NH:37][CH2:36][CH2:35]3)=[N:27][C:28](Br)=[CH:29][N:30]=1.C([O-])([O-])=O.[Na+].[Na+]>C(O)CCC>[NH2:24][C:25]1[N:30]=[CH:29][C:28]([C:10]2[CH:11]=[CH:12][C:7]([S:4]([N:3]([CH2:1][CH3:2])[CH3:23])(=[O:5])=[O:6])=[C:8]([CH3:22])[CH:9]=2)=[N:27][C:26]=1[C:32]1[CH:33]=[C:34]2[C:39](=[CH:40][CH:41]=1)[C:38](=[O:42])[NH:37][CH2:36][CH2:35]2 |f:2.3.4|. Procedure: A solution of N-ethyl-2,N-dimethyl-4-(4,4,5,5-tetramethyl-[1,3,2]dioxaborolan-2-yl)-benzenesulfonamide (140 mg, 0.42 mmol), 6-(3-amino-6-bromopyrazin-2-yl)-3,4-dihydroisoquinolin-1(2H)-one (150 mg, 0.38 mmol) Pd(PPh3)4 (13.2 mg, 0.011 mmol) and 2.0 M aq. Na2CO3 (0.38 mL) in n-butanol (2 mL) was microwave heated at 150° C. for 10 min to provide 4-(5-amino-6-(1-oxo-1,2,3,4-tetrahydroisoquinolin-6-yl)pyrazin-2-yl)-N-ethyl-N,2-dimethylbenzenesulfonamide (49 mg, 29% yield) after purification by rever... The reactants are [Br-], [Br-], [Br-], C1CCOC1, CC(C)(C)OC(=O)NC1CNc2ccccc2C1, O, c1cc[nH+]cc1, c1cc[nH+]cc1, c1cc[nH+]cc1. The product is CC(C)(C)OC(=O)NC1CNc2ccc(Br)cc2C1. RXN SMILES: [Br-:19].[Br-:20].[Br-:21].[CH2:41]1[O:42][CH2:43][CH2:44][CH2:45]1.[NH:1]1[CH2:2][CH:3]([NH:11][C:12]([O:13][C:14]([CH3:15])([CH3:16])[CH3:17])=[O:18])[CH2:4][c:5]2[cH:6][cH:7][cH:8][cH:9][c:10]21.[OH2:40].[nH+:22]1[cH:23][cH:24][cH:25][cH:26][cH:27]1.[nH+:28]1[cH:29][cH:30][cH:31][cH:32][cH:33]1.[nH+:34]1[cH:35][cH:36][cH:37][cH:38][cH:39]1>>[NH:1]1[CH2:2][CH:3]([NH:11][C:12]([O:13][C:14]([CH3:15])([CH3:16])[CH3:17])=[O:18])[CH2:4][c:5]2[cH:6][c:7]([Br:19])[cH:8][cH:9][c:10]21. Reactants: COC(=O)c1cc(Cl)ccc1OCC(=O)N1CC(C)N(Cc2ccc(F)cc2)CC1C, CCOCC, CO, ClCCl, [Li+], C1CCOC1, [OH-], O, O. Yields the product CC1CN(C(=O)COc2ccc(Cl)cc2C(=O)O)C(C)CN1Cc1ccc(F)cc1. Reaction SMILES: [CH3:1][O:2][C:3]([c:4]1[c:5]([O:11][CH2:12][C:13](=[O:14])[N:15]2[CH:16]([CH3:30])[CH2:17][N:18]([CH2:22][c:23]3[cH:24][cH:25][c:26]([F:29])[cH:27][cH:28]3)[CH:19]([CH3:21])[CH2:20]2)[cH:6][cH:7][c:8]([Cl:10])[cH:9]1)=[O:31].[CH3:35][CH2:36][O:37][CH2:38][CH3:39].[CH3:45][OH:46].[Cl:48][CH2:49][Cl:50].[Li+:34].[O:40]1[CH2:41][CH2:42][CH2:43][CH2:44]1.[OH-:33].[OH2:32].[OH2:47]>>[O:2]=[C:3]([c:4]1[c:5]([O:11][CH2:12][C:13](=[O:14])[N:15]2[CH:16]([CH3:30])[CH2:17][N:18]([CH2:22][c:23]3[cH:24][cH:25][c:26]([F:29])[cH:27][cH:28]3)[CH:19]([CH3:21])[CH2:20]2)[cH:6][cH:7][c:8]([Cl:10])[cH:9]1)[OH:31]. Reactants: ClC=1C=C(C=O)C=CC1O (3-chloro-4-hydroxybenzaldehyde), C(C)I (EtI), C(=O)([O-])[O-].[K+].[K+] (K2CO3), C(C1=CC=CC=C1)=O (benzaldehyde), [O-][Mn](=O)(=O)=O.[K+] (KMnO4). Solvent: O1CCOCC1.O (dioxane H2O), O (H2O). Run at time 8 hour. The product is ClC=1C=C(C(=O)O)C=CC1OCC (3-Chloro-4-ethoxybenzoic acid). Isolated yield 83.0%. Reaction SMILES: [Cl:1][C:2]1[CH:3]=[C:4]([CH:7]=[CH:8][C:9]=1[OH:10])[CH:5]=[O:6].[CH2:11](I)[CH3:12].C([O-])([O-])=[O:15].[K+].[K+].C(=O)C1C=CC=CC=1.[O-][Mn](=O)(=O)=O.[K+]>O.O1CCOCC1.O>[Cl:1][C:2]1[CH:3]=[C:4]([CH:7]=[CH:8][C:9]=1[O:10][CH2:11][CH3:12])[C:5]([OH:15])=[O:6] |f:2.3.4,6.7,9.10|. Procedure: A mixture of 3-chloro-4-hydroxybenzaldehyde (0.4 g, 2.55 mmol), EtI (0.31 ml) and K2CO3 (0.421 g; 3.1 mmol) was stirred overnight at room temperature. The mixture was diluted 100 ml with H2O and extracted with EtOAc (50 ml). The organic layer was separated and dried over MgSO4 and filtered. The filtrate was evaporated to dryness to give the crude product (0.41 g, 87%) used as such in next step. 1H-NMR (CDCl3) 1.49 (tr, 3H, J=6.96 Hz); 4.18 (q, 2H, J=6.99, 13.97 Hz); 6.98 (d, 1H, J=8.49 Hz); 7.72...